describe an organic reaction: reactants, conditions, products, and yield From a dataset of the Open Reaction Database (ORD), a public repository of structured organic reaction records. The reactants are CC1(C(NC2=CC(=C(C=C12)NC(C)=O)[N+](=O)[O-])=O)C (N-(3,3-dimethyl-6-nitro-2-oxo-2,3-dihydro-1H-indol-5-yl)-acetamide), crude material, BrCC1=CC=C(C=C1)Cl (1-bromomethyl-4-chloro-benzene), C(=O)([O-])[O-].[K+].[K+] (K2CO3). Solvent: Cl (hydrochloric acid). Yields the product NC=1C=C2C(C(N(C2=CC1[N+](=O)[O-])CC1=CC=C(C=C1)Cl)=O)(C)C (5-amino-1-(4-chloro-benzyl)-3,3-dimethyl-6-nitro-1,3-dihydro-indol-2-one). Isolated yield 91.4%. Reaction SMILES: [CH3:1][C:2]1([CH3:19])[C:10]2[C:5](=[CH:6][C:7]([N+:15]([O-:17])=[O:16])=[C:8]([NH:11]C(=O)C)[CH:9]=2)[NH:4][C:3]1=[O:18].Br[CH2:21][C:22]1[CH:27]=[CH:26][C:25]([Cl:28])=[CH:24][CH:23]=1.C([O-])([O-])=O.[K+].[K+]>Cl>[NH2:11][C:8]1[CH:9]=[C:10]2[C:5](=[CH:6][C:7]=1[N+:15]([O-:17])=[O:16])[N:4]([CH2:21][C:22]1[CH:27]=[CH:26][C:25]([Cl:28])=[CH:24][CH:23]=1)[C:3](=[O:18])[C:2]2([CH3:1])[CH3:19] |f:2.3.4|. Procedure details: Analogously to general procedure (I) N-(3,3-dimethyl-6-nitro-2-oxo-2,3-dihydro-1H-indol-5-yl)-acetamide (1.2 g) is alkylated using 1-bromomethyl-4-chloro-benzene (0.98 g; 4.77 mmol) and K2CO3 (1.8 g; 13 mmol) at RT for 18 h. After aqueous work-up the crude material is de-acetylated using hydrochloric acid (60 ml; 6 N) at reflux. After aqueous work-up 5-amino-1-(4-chloro-benzyl)-3,3-dimethyl-6-nitro-1,3-dihydro-indol-2-one (1.44 g) is obtained and used without further purification. Starting materials: O=C1NC(=O)c2c(Br)c(Br)c(Br)c(Br)c21, C=O, CCO. Yields the product O=C1c2c(Br)c(Br)c(Br)c(Br)c2C(=O)N1CO. As a reaction SMILES: [Br:1][c:2]1[c:3]([Br:15])[c:4]([Br:14])[c:5]([Br:13])[c:6]2[c:7]1[C:8](=[O:9])[NH:10][C:11]2=[O:12].[CH2:16]=[O:17].[CH3:18][CH2:19][OH:20]>>[Br:1][c:2]1[c:3]([Br:15])[c:4]([Br:14])[c:5]([Br:13])[c:6]2[c:7]1[C:8](=[O:9])[N:10]([CH2:16][OH:17])[C:11]2=[O:12]. The reactants are CCOC(=O)C=CC(=O)OCC, ClCCl, NO. The product is CCOC(=O)CC(NO)C(=O)OCC. Reaction SMILES: [C:3]([CH:4]=[CH:5][C:6](=[O:7])[O:8][CH2:9][CH3:10])(=[O:11])[O:12][CH2:13][CH3:14].[Cl:15][CH2:16][Cl:17].[NH2:1][OH:2]>>[NH:1]([OH:2])[CH:5]([CH2:4][C:3](=[O:11])[O:12][CH2:13][CH3:14])[C:6](=[O:7])[O:8][CH2:9][CH3:10]. Reactants: ClC1=C(C=C2C(N(C(=NC2=C1)COS(=O)(=O)C)C)=O)CN(CC#C)C1=CC=C(C(=O)OC(C)(C)C)C=C1 (tert-butyl 4-[N-[7-chloro-2-methanesulphonyloxymethyl-3-methyl-4-oxo-3,4-dihydroquinazolin-6-ylmethyl]-N-(prop-2-ynyl )amino]benzoate), N1CCOCC1 (morpholine). Solvent: ClCCl (dichloromethane). Run at time 6 hour. Yields the product ClC1=C(C=C2C(N(C(=NC2=C1)CN1CCOCC1)C)=O)CN(CC#C)C1=CC=C(C(=O)OC(C)(C)C)C=C1 (tert-Butyl 4-[N-[7-Chloro-3-methyl-2-morpholinomethyl-4-oxo-3,4-dihydroquinazolin-6-ylmethyl]-N-(prop-2-ynyl)amino]benzoate). As a reaction SMILES: [Cl:1][C:2]1[CH:11]=[C:10]2[C:5]([C:6](=[O:19])[N:7]([CH3:18])[C:8]([CH2:12]OS(C)(=O)=O)=[N:9]2)=[CH:4][C:3]=1[CH2:20][N:21]([C:25]1[CH:37]=[CH:36][C:28]([C:29]([O:31][C:32]([CH3:35])([CH3:34])[CH3:33])=[O:30])=[CH:27][CH:26]=1)[CH2:22][C:23]#[CH:24].[NH:38]1[CH2:43][CH2:42][O:41][CH2:40][CH2:39]1>ClCCl>[Cl:1][C:2]1[CH:11]=[C:10]2[C:5]([C:6](=[O:19])[N:7]([CH3:18])[C:8]([CH2:12][N:38]3[CH2:43][CH2:42][O:41][CH2:40][CH2:39]3)=[N:9]2)=[CH:4][C:3]=1[CH2:20][N:21]([C:25]1[CH:26]=[CH:27][C:28]([C:29]([O:31][C:32]([CH3:33])([CH3:35])[CH3:34])=[O:30])=[CH:36][CH:37]=1)[CH2:22][C:23]#[CH:24]. Procedure: A mixture of tert-butyl 4-[N-[7-chloro-2-methanesulphonyloxymethyl-3-methyl-4-oxo-3,4-dihydroquinazolin-6-ylmethyl]-N-(prop-2-ynyl )amino]benzoate (0.193 g, 0.35 mmol), dichloromethane (7 ml), and morpholine (0.304 g, 3.5 mmol) was stirred at room temperature for 6 h under argon. The cloudy reaction mixture was then partitioned between ethyl acetate (200 ml) and 5% aqueous sodium carbonate (80 ml). The organic layer was washed more 5% sodium carbonate (2×80 ml), and brine (80 ml), dried (Na2SO4)... Starting materials: [C+4], CC(C)(C)OC(=O)N1CC(NC(=O)OCc2ccccc2)CC(C(=O)N2CCOCC2)C1, CO, [OH-], [OH-], [OH-], [OH-], [OH-], [OH-], [Pd+2]. Product: CC(C)(C)OC(=O)N1CC(N)CC(C(=O)N2CCOCC2)C1. Reaction SMILES: [C+4:35].[CH2:1]([O:2][C:3](=[O:4])[NH:11][CH:12]1[CH2:13][N:14]([C:26](=[O:27])[O:28][C:29]([CH3:30])([CH3:31])[CH3:32])[CH2:15][CH:16]([C:18](=[O:19])[N:20]2[CH2:21][CH2:22][O:23][CH2:24][CH2:25]2)[CH2:17]1)[c:5]1[cH:6][cH:7][cH:8][cH:9][cH:10]1.[CH3:33][OH:34].[OH-:36].[OH-:38].[OH-:39].[OH-:40].[OH-:41].[OH-:42].[Pd+2:37]>>[NH2:11][CH:12]1[CH2:13][N:14]([C:26](=[O:27])[O:28][C:29]([CH3:30])([CH3:31])[CH3:32])[CH2:15][CH:16]([C:18](=[O:19])[N:20]2[CH2:21][CH2:22][O:23][CH2:24][CH2:25]2)[CH2:17]1. Reaction SMILES: [Cl:36][CH2:37][c:38]1[nH:39][c:40]2[c:41]([n:42]1)[cH:43][cH:44][cH:45][cH:46]2.[F:1][C:2]([c:3]1[cH:4][c:5]([C:6](=[O:7])[N:8]2[CH2:9][CH2:10][C:11]3([C:12](=[O:24])[NH:13][C:14](=[O:23])[N:15]3[c:16]3[c:17]([CH3:22])[cH:18][cH:19][cH:20][cH:21]3)[CH2:25][CH2:26]2)[cH:27][c:28]([C:30]([F:31])([F:32])[F:33])[cH:29]1)([F:34])[F:35]>>[F:1][C:2]([c:3]1[cH:4][c:5]([C:6](=[O:7])[N:8]2[CH2:9][CH2:10][C:11]3([C:12](=[O:24])[N:13]([CH2:37][c:38]4[nH:39][c:40]5[c:41]([n:42]4)[cH:43][cH:44][cH:45][cH:46]5)[C:14](=[O:23])[N:15]3[c:16]3[c:17]([CH3:22])[cH:18][cH:19][cH:20][cH:21]3)[CH2:25][CH2:26]2)[cH:27][c:28]([C:30]([F:31])([F:32])[F:33])[cH:29]1)([F:34])[F:35]. The reactants are ClCc1nc2ccccc2[nH]1, Cc1ccccc1N1C(=O)NC(=O)C12CCN(C(=O)c1cc(C(F)(F)F)cc(C(F)(F)F)c1)CC2. Product: Cc1ccccc1N1C(=O)N(Cc2nc3ccccc3[nH]2)C(=O)C12CCN(C(=O)c1cc(C(F)(F)F)cc(C(F)(F)F)c1)CC2. Starting materials: C(CS)S (1,2-ethanedithiol), Cl (HCl), [Na+].BrCCCS(=O)(=O)[O-] (3-bromopropane sulfonic acid sodium salt), C[O-].[Na+] (sodium methoxide). The solvent is O (water), CCO (EtOH), C(C)O (ethanol). Reaction conditions: time 1 hour. Yields the product C(CSCCCS(=O)(=O)O)SCCCS(=O)(=O)O (3,3′-(ethane-1,2-diylbis(sulfanediyl))bis(propane-1-sulfonic acid)). As a reaction SMILES: [Na+].Br[CH2:3][CH2:4][CH2:5][S:6]([O-:9])(=[O:8])=[O:7].C[O-].[Na+].[CH2:13]([SH:16])[CH2:14][SH:15].Cl>CCO.O>[CH2:13]([S:16][CH2:3][CH2:4][CH2:5][S:6]([OH:9])(=[O:8])=[O:7])[CH2:14][S:15][CH2:3][CH2:4][CH2:5][S:6]([OH:9])(=[O:8])=[O:7] |f:0.1,2.3|. Procedure details: To a solution of 3-bromopropane sulfonic acid sodium salt (24.7 g, 110 mmol) and sodium methoxide (7.06 g, 131 mmol) in EtOH (300 mL) at ambient temperature was added, dropwise, 1,2-ethanedithiol (4.4 mL, 52.3 mmol) in ethanol (25 mL). Allowed to stir at room temperature for one hour, and then heated to reflux overnight. Cooled to room temperature and acidified with 2 N HCl to pH 1-2. The resulting suspension was heated to 75° C. and water was slowly added in small portions until a clear solutio...